Dataset: the Open Reaction Database (ORD), a public repository of structured organic reaction records. Task: describe an organic reaction: reactants, conditions, products, and yield Reactants: BrC=1C(N(C2=CC=CC=C2C1OC)C)=O (3-bromo-4-methoxy-1-methylquinolin-2(1H)-one), C(CCC)[Li] (n-butyllithium), B(OC)(OC)OC (trimethyl borate). Solvent: Cl (HCl), C1CCOC1 (THF). Conditions: time 8 hour. Product: COC1=C(C(N(C2=CC=CC=C12)C)=O)B(O)O ((4-methoxy-1-methyl-2-oxo-1,2-dihydroquinolin-3-yl)boronic acid). Isolated yield 63.9%. RXN SMILES: Br[C:2]1[C:3](=[O:15])[N:4]([CH3:14])[C:5]2[C:10]([C:11]=1[O:12][CH3:13])=[CH:9][CH:8]=[CH:7][CH:6]=2.C([Li])CCC.[B:21](OC)([O:24]C)[O:22]C>C1COCC1.Cl>[CH3:13][O:12][C:11]1[C:10]2[C:5](=[CH:6][CH:7]=[CH:8][CH:9]=2)[N:4]([CH3:14])[C:3](=[O:15])[C:2]=1[B:21]([OH:24])[OH:22]. Procedure: To a solution of 3-bromo-4-methoxy-1-methylquinolin-2(1H)-one (2.7 g, 10.07 mmol) in THF (5 mL) was added n-butyllithium (2.5 M in Hexane, 4.03 mL) under nitrogen atmosphere at −78° C. and the reaction mixture was maintained at this temperature for 1 h. A cooled solution of trimethyl borate (1.35 mL, 12.08 mmol) was added at −78° C., and the reaction mixture was maintained at this temperature for 2 h. The reaction mixture was warmed to room temperature and stirred overnight. The reaction mixture... Reactants: CC(C)C(=O)NC1CCc2c(c3cc(C#N)ccc3n2Cc2cccc(F)c2)C1, CS(C)=O, [K+], [K+], O=C([O-])[O-], O, OO. Product: CC(C)C(=O)NC1CCc2c(c3cc(C(N)=O)ccc3n2Cc2cccc(F)c2)C1. Reaction SMILES: [C:9](#[N:10])[c:11]1[cH:12][c:13]2[c:14]3[c:19]([n:20]([CH2:24][c:25]4[cH:26][c:27]([F:31])[cH:28][cH:29][cH:30]4)[c:21]2[cH:22][cH:23]1)[CH2:18][CH2:17][CH:16]([NH:32][C:33]([CH:34]([CH3:35])[CH3:36])=[O:37])[CH2:15]3.[CH3:38][S:39]([CH3:40])=[O:41].[K+:1].[K+:2].[O-:3][C:4]([O-:5])=[O:6].[OH2:42].[OH:7][OH:8]>>[O:3]=[C:9]([NH2:10])[c:11]1[cH:12][c:13]2[c:14]3[c:19]([n:20]([CH2:24][c:25]4[cH:26][c:27]([F:31])[cH:28][cH:29][cH:30]4)[c:21]2[cH:22][cH:23]1)[CH2:18][CH2:17][CH:16]([NH:32][C:33]([CH:34]([CH3:35])[CH3:36])=[O:37])[CH2:15]3.